From a dataset of the Open Reaction Database (ORD), a public repository of structured organic reaction records. describe an organic reaction: reactants, conditions, products, and yield Reactants: C(C)(C)[N-]C(C)C.[Li+] (Lithium diisopropylamide), C(C)(C)(C)OC(=O)N1C(CCC1)=O (2-Oxopyrrolidine-1-carboxylic acid t-butyl ester), C1CCOC1 (THF), C1(CCCC1)C(=O)Cl (Cyclopentanecarbonyl chloride), C1CCOC1 (THF). The solvent is CCCCCCC.C1CCOC1.C(C)C1=CC=CC=C1 (heptane THF ethylbenzene), CC(=O)O.O (AcOH H2O). Reaction conditions: temperature -78 celsius, time 1.5 hour. Yields the product C(C)(C)(C)OC(=O)N1C(C(CC1)C(=O)C1CCCC1)=O (3-cyclopentanecarbonyl-2-oxopyrrolidine-1-carboxylic acid t-butyl ester). The yield is 42.7%. Reaction SMILES: [C:1]([O:5][C:6]([N:8]1[CH2:12][CH2:11][CH2:10][C:9]1=[O:13])=[O:7])([CH3:4])([CH3:3])[CH3:2].C1COCC1.C([N-]C(C)C)(C)C.[Li+].[CH:27]1([C:32](Cl)=[O:33])[CH2:31][CH2:30][CH2:29][CH2:28]1>CCCCCCC.C1COCC1.C(C1C=CC=CC=1)C.CC(O)=O.O>[C:1]([O:5][C:6]([N:8]1[CH2:12][CH2:11][CH:10]([C:32]([CH:27]2[CH2:31][CH2:30][CH2:29][CH2:28]2)=[O:33])[C:9]1=[O:13])=[O:7])([CH3:4])([CH3:2])[CH3:3] |f:2.3,5.6.7,8.9|. Reported procedure: 2-Oxopyrrolidine-1-carboxylic acid t-butyl ester (9.3 g, 50.4 mmol) was dissolved in THF (60 mL, 800 mmol) under nitrogen and was then cooled at −78° C. 2M Lithium diisopropylamide in heptane/THF/ethylbenzene (34 mL) was added over 40 minutes, and the resulting mixture was stirred for 1.5 hours at −78° C. Cyclopentanecarbonyl chloride (6.1 mL, 50 mmol) was dissolved in THF (4.0 mL, 49 mmol) and slowly added dropwise via syringe to the mixture over 30 minutes, then stirred at room temperature ove... Starting materials: FC(C(=O)O)(F)F (Trifluoroacetic acid), C(C)(C)(C)OC(NC1=C(C=CC=C1)C(=O)N1CCN(CC1)C(CNC(=O)C1=CC=C(C=C1)C1=CC=CC=C1)=O)=O ([2-(4-{2-[(Biphenyl-4-carbonyl)-amino]-acetyl}-piperazine-1-carbonyl)-phenyl]-carbamic acid tert-butyl ester). Run in C(Cl)Cl (DCM). Run at time 4 hour. Yields the product NC1=C(C(=O)N2CCN(CC2)C(CNC(=O)C2=CC=C(C=C2)C2=CC=CC=C2)=O)C=CC=C1 (biphenyl-4-carboxylic acid {2-[4-(2-amino-benzoyl)-piperazin-1-yl]-2-oxo-ethyl}-amide). Yield: 41.1%. RXN SMILES: FC(F)(F)C(O)=O.C(OC(=O)[NH:14][C:15]1[CH:20]=[CH:19][CH:18]=[CH:17][C:16]=1[C:21]([N:23]1[CH2:28][CH2:27][N:26]([C:29](=[O:46])[CH2:30][NH:31][C:32]([C:34]2[CH:39]=[CH:38][C:37]([C:40]3[CH:45]=[CH:44][CH:43]=[CH:42][CH:41]=3)=[CH:36][CH:35]=2)=[O:33])[CH2:25][CH2:24]1)=[O:22])(C)(C)C>C(Cl)Cl>[NH2:14][C:15]1[CH:20]=[CH:19][CH:18]=[CH:17][C:16]=1[C:21]([N:23]1[CH2:28][CH2:27][N:26]([C:29](=[O:46])[CH2:30][NH:31][C:32]([C:34]2[CH:39]=[CH:38][C:37]([C:40]3[CH:41]=[CH:42][CH:43]=[CH:44][CH:45]=3)=[CH:36][CH:35]=2)=[O:33])[CH2:25][CH2:24]1)=[O:22]. Reported procedure: Trifluoroacetic acid (0.6 mL) was added to a stirred cold (0-5° C.) solution of [2-(4-{2-[(Biphenyl-4-carbonyl)-amino]-acetyl}-piperazine-1-carbonyl)-phenyl]-carbamic acid tert-butyl ester (90 mg, 0.165 mmol) in DCM (4 mL). Stirring was continued at same temperature for 4 hr. The mixture was quenched with DIPEA (1.1 ml) and cold water was then added and the product was extracted with DCM and the organic layer was washed with brine. The organic phase was dried over Na2SO4 and concentrated under r...